Dataset: the Open Reaction Database (ORD), a public repository of structured organic reaction records. Task: describe an organic reaction: reactants, conditions, products, and yield Starting materials: C1(=CC=CC=C1)C(C(=O)OCC)(O)C#CC1=CC=CC=C1 (ethyl α-phenyl-α-phenylethynyl-glycolate), N12CC(C(CC1)CC2)O (3-quinuclidinol), Na, off-white solid, [Na] (sodium). Solvent: C1(=CC=CC=C1)C (toluene), C1(=CC=CC=C1)C (toluene). The product is C1(=CC=CC=C1)C(C(=O)OC1CN2CCC1CC2)(O)C#CC2=CC=CC=C2 (3-Quinuclidyl α-Phenyl-α-phenylethynylglycolate). Reaction SMILES: [N:1]12[CH2:8][CH2:7][CH:4]([CH2:5][CH2:6]1)[CH:3]([OH:9])[CH2:2]2.[Na].[C:11]1([C:17]([C:24]#[C:25][C:26]2[CH:31]=[CH:30][CH:29]=[CH:28][CH:27]=2)([OH:23])[C:18](OCC)=[O:19])[CH:16]=[CH:15][CH:14]=[CH:13][CH:12]=1>C1(C)C=CC=CC=1>[C:11]1([C:17]([C:24]#[C:25][C:26]2[CH:31]=[CH:30][CH:29]=[CH:28][CH:27]=2)([OH:23])[C:18]([O:9][CH:3]2[CH:4]3[CH2:7][CH2:8][N:1]([CH2:6][CH2:5]3)[CH2:2]2)=[O:19])[CH:12]=[CH:13][CH:14]=[CH:15][CH:16]=1 |^1:9|. Procedure: A suspension of 3-quinuclidinol (5.1 g. 0.04 mole) and Na (~0.05 g.) in 20 ml. of toluene was heated to reflux in a flask equipped with a reflux head and stirrer. After the sodium reacted completely (about 15 minutes of refluxing), ethyl α-phenyl-α-phenylethynyl-glycolate (7.0 g., 0.025 mole) dissolved in 20 ml. of toluene was added very slowly over a two hour period. Towards the end of the addition a temperature drop of 6° was noted in the head and 10 ml. of the toluene-ethanol azeotrope slowly...